The task is: describe an organic reaction: reactants, conditions, products, and yield. This data is from the Open Reaction Database (ORD), a public repository of structured organic reaction records. The reactants are COc1ccc(CNC(=O)c2cc(C#N)ccc2NC2CCN(C(=O)OC(C)(C)C)C2)cc1OC, ClC(Cl)Cl, O=C(O)C(F)(F)F. Product: COc1ccc(CNC(=O)c2cc(C#N)ccc2NC2CCNC2)cc1OC. RXN SMILES: [C:8]([O:9][C:10](=[O:11])[N:15]1[CH2:16][CH:17]([NH:20][c:21]2[c:22]([C:23](=[O:24])[NH:25][CH2:26][c:27]3[cH:28][c:29]([O:35][CH3:36])[c:30]([O:33][CH3:34])[cH:31][cH:32]3)[cH:37][c:38]([C:41]#[N:42])[cH:39][cH:40]2)[CH2:18][CH2:19]1)([CH3:12])([CH3:13])[CH3:14].[CH:43]([Cl:44])([Cl:45])[Cl:46].[OH:1][C:2]([C:3]([F:4])([F:5])[F:6])=[O:7]>>[NH:15]1[CH2:16][CH:17]([NH:20][c:21]2[c:22]([C:23](=[O:24])[NH:25][CH2:26][c:27]3[cH:28][c:29]([O:35][CH3:36])[c:30]([O:33][CH3:34])[cH:31][cH:32]3)[cH:37][c:38]([C:41]#[N:42])[cH:39][cH:40]2)[CH2:18][CH2:19]1.